Dataset: the Open Reaction Database (ORD), a public repository of structured organic reaction records. Task: describe an organic reaction: reactants, conditions, products, and yield Starting materials: ice water, [Na] (sodium), C(C)(=O)OCC1=C(N2C(C(C2SC1)NC(CC1=CC=C(C=C1)CN=[N+]=[N-])=O)=O)C(=O)O (3-[(acetyloxy)methyl]-7-[[2-[4-(azidomethyl]phenyl]acetyl]amino]-8-oxo-5-thia-1-azabicyclo[4.2.0]oct-2-ene-2-carboxylic acid), ClCN(C(=O)OCC)C (N-chloromethyl-N-methylurethane), CN(C=O)C (dimethylformamide). Run at time 2 hour. Yields the product C(C)OC(=O)N(C)CCOC(=O)C=1N2C(C(C2SCC1COC(C)=O)NC(CC1=CC=C(C=C1)CN=[N+]=[N-])=O)=O (3-[(acetyloxy)methyl]-7-[[2-(4-(azidomethyl)phenyl]acetyl]amino]-8-oxo-5-thia-1-azabicyclo[4.2.0]oct-2-ene-2-carboxylic acid N-ethoxycarbonyl-N-methylaminoethyl ester). As a reaction SMILES: [Na].[C:2]([O:5][CH2:6][C:7]1[CH2:14][S:13][CH:12]2[N:9]([C:10](=[O:29])[CH:11]2[NH:15][C:16](=[O:28])[CH2:17][C:18]2[CH:23]=[CH:22][C:21]([CH2:24][N:25]=[N+:26]=[N-:27])=[CH:20][CH:19]=2)[C:8]=1[C:30]([OH:32])=[O:31])(=[O:4])[CH3:3].Cl[CH2:34][N:35]([CH3:41])[C:36]([O:38][CH2:39][CH3:40])=[O:37].[CH3:42]N(C)C=O>>[CH2:39]([O:38][C:36]([N:35]([CH2:34][CH2:42][O:31][C:30]([C:8]1[N:9]2[CH:12]([S:13][CH2:14][C:7]=1[CH2:6][O:5][C:2](=[O:4])[CH3:3])[CH:11]([NH:15][C:16](=[O:28])[CH2:17][C:18]1[CH:19]=[CH:20][C:21]([CH2:24][N:25]=[N+:26]=[N-:27])=[CH:22][CH:23]=1)[C:10]2=[O:29])=[O:32])[CH3:41])=[O:37])[CH3:40] |^1:0|. Reported procedure: A mixture of 1.2 g of the sodium salt of 3-[(acetyloxy)methyl]-7-[[2-[4-(azidomethyl]phenyl]acetyl]amino]-8-oxo-5-thia-1-azabicyclo[4.2.0]oct-2-ene-2-carboxylic acid and 0.5 g of N-chloromethyl-N-methylurethane in 40 ml of dimethylformamide is stirred at room temperature for 2 hours. The mixture is poured into ice-water and decanted. The oily residue is taken up in 75 ml of ethyl acetate and washed with 5 ml of dilute aqueous sodium bicarbonate and 15 ml of water then dried over magnesium sulfat... Starting materials: FC(C1=CC=C(\C=N\C2=C3COC(C3=CC=C2)=O)C=C1)(F)F ((E)-4-(4-(trifluoromethyl)benzylideneamino)isobenzofuran-1(3H)-one), CN1C(=NC=C1)C=O (N-methyl-2-imidazolecarbaldehyde), [O-]CC.[Na+] (sodium ethoxide), C(C)O (ethanol). Run in C(CC)(=O)OCC (ethyl propionate). Conditions: temperature 0 celsius, time 2 hour. Product: CN1C(=NC=C1)C1C(NC=2C=CC=C(C2C1=O)C(=O)OCC)C1=CC=C(C=C1)C(F)(F)F (Ethyl 3-(1-methyl-1H-imidazol-2-yl)-4-oxo-2-(4-(trifluoromethyl)phenyl)-1,2,3,4-tetrahydroquinoline-5-carboxylate). Isolated yield 8.0%. RXN SMILES: [F:1][C:2]([F:22])([F:21])[C:3]1[CH:20]=[CH:19][C:6](/[CH:7]=[N:8]/[C:9]2[CH:17]=[CH:16][CH:15]=[C:14]3[C:10]=2[CH2:11][O:12][C:13]3=[O:18])=[CH:5][CH:4]=1.[CH3:23][N:24]1[CH:28]=[CH:27][N:26]=[C:25]1[CH:29]=O.[O-:31][CH2:32][CH3:33].[Na+].C(O)C>C(OCC)(=O)CC>[CH3:23][N:24]1[CH:28]=[CH:27][N:26]=[C:25]1[CH:29]1[C:11](=[O:12])[C:10]2[C:14]([C:13]([O:31][CH2:32][CH3:33])=[O:18])=[CH:15][CH:16]=[CH:17][C:9]=2[NH:8][CH:7]1[C:6]1[CH:5]=[CH:4][C:3]([C:2]([F:21])([F:1])[F:22])=[CH:20][CH:19]=1 |f:2.3|. Procedure details: A mixture of (E)-4-(4-(trifluoromethyl)benzylideneamino)isobenzofuran-1(3H)-one (1 g, 3.28 mmol) and N-methyl-2-imidazolecarbaldehyde (400 mg, 3.61 mmol) in ethyl propionate (40 mL) was cooled to 0° C. Then a solution of sodium ethoxide in ethanol (sodium (31 mg, 13.1 mmol) in ethanol (10 mL)) was added dropwise. After the addition, the mixture was stirred at room temperature for 2 hr. The mixture was quenched with water (10 mL) and solvent was removed in vacuum. The residue was dissolved in wat... The reactants are C(C)OC(=O)C1(CCNCC1)CCOC (4-(2-methoxy-ethyl)-piperidine-4-carboxylic acid ethyl ester), ClC1=C(C=CC=C1)S(=O)(=O)Cl (2-chlorobenzenesulfonyl chlorid), FC(COC1=CC=C(C=N1)N)(F)F (6-(2,2,2-trifluoro-ethoxy)-pyridin-3-ylamine). Product: ClC1=C(C=CC=C1)S(=O)(=O)N1CCC2(CCN(C2=O)C=2C=NC(=CC2)OCC(F)(F)F)CC1 (8-(2-Chloro-benzenesulfonyl)-2-[6-(2,2,2-trifluoro-ethoxy)-pyridin-3-yl]-2,8-diaza-spiro[4.5]decan-1-one). Reaction SMILES: C(O[C:4]([C:6]1([CH2:12][CH2:13]OC)[CH2:11][CH2:10][NH:9][CH2:8][CH2:7]1)=[O:5])C.[Cl:16][C:17]1[CH:22]=[CH:21][CH:20]=[CH:19][C:18]=1[S:23](Cl)(=[O:25])=[O:24].[F:27][C:28]([F:39])([F:38])[CH2:29][O:30][C:31]1[N:36]=[CH:35][C:34]([NH2:37])=[CH:33][CH:32]=1>>[Cl:16][C:17]1[CH:22]=[CH:21][CH:20]=[CH:19][C:18]=1[S:23]([N:9]1[CH2:8][CH2:7][C:6]2([C:4](=[O:5])[N:37]([C:34]3[CH:35]=[N:36][C:31]([O:30][CH2:29][C:28]([F:39])([F:27])[F:38])=[CH:32][CH:33]=3)[CH2:13][CH2:12]2)[CH2:11][CH2:10]1)(=[O:25])=[O:24]. Reported procedure: Off-white crystalline solid. MS (ESI): 504.1. (MH+). This example was prepared in analogy to example 1 step C) to D) from 4-(2-methoxy-ethyl)-piperidine-4-carboxylic acid ethyl ester (example 1 step B)), 2-chlorobenzenesulfonyl chlorid and 6-(2,2,2-trifluoro-ethoxy)-pyridin-3-ylamine. Starting materials: [Li+].[OH-] (LiOH), BrC1=CC=C(C=N1)C(C#N)(C)C (2-(6-bromopyridin-3-yl)-2-methylpropanenitrile), CO (MeOH). Run in O (water). Conditions: temperature 85 celsius. The product is BrC1=CC=C(C=N1)C(C(=O)O)(C)C (2-(6-Bromopyridin-3-yl)-2-methylpropanoic acid). The yield is 96.0%. Reaction SMILES: [Li+].[OH-:2].[Br:3][C:4]1[N:9]=[CH:8][C:7]([C:10]([CH3:14])([CH3:13])[C:11]#N)=[CH:6][CH:5]=1.C[OH:16]>O>[Br:3][C:4]1[N:9]=[CH:8][C:7]([C:10]([CH3:14])([CH3:13])[C:11]([OH:16])=[O:2])=[CH:6][CH:5]=1 |f:0.1|. Reported procedure: To a solution of LiOH (252 mg, 10.5 mmol) in MeOH (15 mL) and water (5 mL) was added 2-(6-bromopyridin-3-yl)-2-methylpropanenitrile (example 40c) (800 mg, 3.5 mmol) and the reaction mixture was heated at 85° C. for 48 hrs. The methanol was evaporated and aqueous NaOH (1N, 10 mL) was added and the solution was washed with EtOAc, acidified with aq. HCl (6N) to pH˜4-5 and extracted with EtOAc. The organic layer was suuccessively washed with water and brine, dried over MgSO4, filtered and evaporated...